From a dataset of the Open Reaction Database (ORD), a public repository of structured organic reaction records. describe an organic reaction: reactants, conditions, products, and yield The reactants are N1CC(C1)OC1=C(C=C(C=C1)N1C(C2=C(CC1)N=C(S2)C2=CC=C(C=C2)Cl)=O)OC (5-[4-(azetidin-3-yloxy)-3-methoxy-phenyl]-2-(4-chloro-phenyl)-6,7-dihydro-5H-thiazolo[5,4-c]pyridin-4-one), FC(CC(=O)Cl)(F)F (3,3,3-trifluoropropionyl chloride), 4-N,N-dimethylpyridine. Solvent: N1=CC=CC=C1 (pyridine). The product is ClC1=CC=C(C=C1)C=1SC=2C(N(CCC2N1)C1=CC(=C(C=C1)OC1CN(C1)C(CC(F)(F)F)=O)OC)=O (2-(4-Chloro-phenyl)-5-{3-methoxy-4-[1-(3,3,3-trifluoro-propionyl)-azetidin-3-yloxy]-phenyl}-6,7-dihydro-5H-thiazolo[5,4-c]pyridin-4-one). Yield: 70.5%. Reaction SMILES: [NH:1]1[CH2:4][CH:3]([O:5][C:6]2[CH:11]=[CH:10][C:9]([N:12]3[CH2:17][CH2:16][C:15]4[N:18]=[C:19]([C:21]5[CH:26]=[CH:25][C:24]([Cl:27])=[CH:23][CH:22]=5)[S:20][C:14]=4[C:13]3=[O:28])=[CH:8][C:7]=2[O:29][CH3:30])[CH2:2]1.[F:31][C:32]([F:38])([F:37])[CH2:33][C:34](Cl)=[O:35]>N1C=CC=CC=1>[Cl:27][C:24]1[CH:23]=[CH:22][C:21]([C:19]2[S:20][C:14]3[C:13](=[O:28])[N:12]([C:9]4[CH:10]=[CH:11][C:6]([O:5][CH:3]5[CH2:4][N:1]([C:34](=[O:35])[CH2:33][C:32]([F:38])([F:37])[F:31])[CH2:2]5)=[C:7]([O:29][CH3:30])[CH:8]=4)[CH2:17][CH2:16][C:15]=3[N:18]=2)=[CH:26][CH:25]=1. Reported procedure: Dissolve 5-[4-(azetidin-3-yloxy)-3-methoxy-phenyl]-2-(4-chloro-phenyl)-6,7-dihydro-5H-thiazolo[5,4-c]pyridin-4-one (100 mg, 0.226 mmol), and 3,3,3-trifluoropropionyl chloride (137 mg, 0.905 mmol) in dry pyridine (754.3 μL). Add 4-N,N-dimethylpyridine (2.9 mg, 0.0226 mmol) and stir the solution overnight. Add NaHSO4 solution and extract with EtOAc (2×20 mL). Combine the organic portions and wash with water (10 mL). Dry the organic solution with Na2SO4, filter, and concentrate in vacuo. Purify the...